From a dataset of the Open Reaction Database (ORD), a public repository of structured organic reaction records. describe an organic reaction: reactants, conditions, products, and yield Starting materials: ClC1=NC(=C(C=C1[N+](=O)[O-])C)Cl (2,6-dichloro-5-methyl-3-nitropyridine), NC1=CC=C(C=C1)CCO (4-aminophenylethyl alcohol). Product: ClC1=C(C=C(C(=N1)NC1=CC=C(C=C1)CCO)[N+](=O)[O-])C (2-{4-[(6-Chloro-5-methyl-3-nitro-2-pyridinyl)amino]phenyl}ethanol). As a reaction SMILES: Cl[C:2]1[C:7]([N+:8]([O-:10])=[O:9])=[CH:6][C:5]([CH3:11])=[C:4]([Cl:12])[N:3]=1.[NH2:13][C:14]1[CH:19]=[CH:18][C:17]([CH2:20][CH2:21][OH:22])=[CH:16][CH:15]=1>>[Cl:12][C:4]1[N:3]=[C:2]([NH:13][C:14]2[CH:19]=[CH:18][C:17]([CH2:20][CH2:21][OH:22])=[CH:16][CH:15]=2)[C:7]([N+:8]([O-:10])=[O:9])=[CH:6][C:5]=1[CH3:11]. Procedure: The title compound was prepared according to the procedure described in step 1 of Example 34 from 2,6-dichloro-5-methyl-3-nitropyridine (Horn, U.; Mutterer, F.; Weis, C. D. Helv. Chim. Acta., 1976, 59, 190.) and 4-aminophenylethyl alcohol.